This data is from the Open Reaction Database (ORD), a public repository of structured organic reaction records. The task is: describe an organic reaction: reactants, conditions, products, and yield As a reaction SMILES: [C:1](#[N:2])[c:3]1[cH:4][cH:5][c:6]([CH2:7][C:8]23[C:9](=[O:26])[N:10]([c:18]4[cH:19][c:20]([Cl:25])[cH:21][c:22]([Cl:24])[cH:23]4)[C:11](=[O:17])[N:12]2[CH2:13][CH:14]([NH2:16])[CH2:15]3)[cH:27][cH:28]1.[CH2:36]1[O:37][CH2:38][CH2:39][CH2:40]1.[CH3:29][C:30](=[O:31])[O:32][C:33](=[O:34])[CH3:35]>>[C:1](#[N:2])[c:3]1[cH:4][cH:5][c:6]([CH2:7][C:8]23[C:9](=[O:26])[N:10]([c:18]4[cH:19][c:20]([Cl:25])[cH:21][c:22]([Cl:24])[cH:23]4)[C:11](=[O:17])[N:12]2[CH2:13][CH:14]([NH:16][C:30]([CH3:29])=[O:31])[CH2:15]3)[cH:27][cH:28]1. Product: CC(=O)NC1CN2C(=O)N(c3cc(Cl)cc(Cl)c3)C(=O)C2(Cc2ccc(C#N)cc2)C1. Reactants: N#Cc1ccc(CC23CC(N)CN2C(=O)N(c2cc(Cl)cc(Cl)c2)C3=O)cc1, C1CCOC1, CC(=O)OC(C)=O.